This data is from the Open Reaction Database (ORD), a public repository of structured organic reaction records. The task is: describe an organic reaction: reactants, conditions, products, and yield Run in C(Cl)(Cl)Cl (chloroform). RXN SMILES: [C:1]([C:9]1[C:18]([C:19]2[CH:24]=[CH:23][CH:22]=[CH:21][CH:20]=2)=[C:17]([OH:25])[C:16]2[C:11](=[CH:12][CH:13]=[CH:14][CH:15]=2)[C:10]=1[OH:26])(=[O:8])[C:2]1[CH:7]=[CH:6][CH:5]=[CH:4][CH:3]=1>[Ag]=O.C(Cl)(Cl)Cl>[C:1]([C:9]1[C:10](=[O:26])[C:11]2[C:16]([C:17](=[O:25])[C:18]=1[C:19]1[CH:20]=[CH:21][CH:22]=[CH:23][CH:24]=1)=[CH:15][CH:14]=[CH:13][CH:12]=2)(=[O:8])[C:2]1[CH:3]=[CH:4][CH:5]=[CH:6][CH:7]=1. Reactants: C(C1=CC=CC=C1)(=O)C1=C(C2=CC=CC=C2C(=C1C1=CC=CC=C1)O)O (2-benzoyl-1,4-dihydroxy-3-phenylnaphthalene). The product is C(C1=CC=CC=C1)(=O)C=1C(C2=CC=CC=C2C(C1C1=CC=CC=C1)=O)=O (2-benzoyl-3-phenyl-1,4-naphthoquinone). Procedure details: To a 500 ml conical flask, the above 2-benzoyl-1,4-dihydroxy-3-phenylnaphthalene (35 g, 103 mmol), silver oxide (23.8 g, 103 mmol) and chloroform (300 ml) were added and, after stirring at room temperature for 5 hours, the solid deposited in the solution was removed and the solution was concentrated to deposit a crystal. Run at time 5 hour. Reagents/catalysts: [Ag]=O (silver oxide). Starting materials: FB(F)F, [Li]CCCC, CCOCC, CN(C)CCN(C)C, COCOc1cc(OC)c(OCOC)cc1OC, CN(C)P(=O)(N(C)C)N(C)C, CCOCC, CN(C)C=O, C1CCOC1, c1ccccc1. Yields the product COCOc1cc(OC)c(OCOC)c(C=O)c1OC. As a reaction SMILES: [B:37]([F:38])([F:39])[F:40].[CH2:27]([Li:28])[CH2:29][CH2:30][CH3:31].[CH2:32]([O:34][CH2:33][CH3:35])[CH3:36].[CH3:19][N:20]([CH2:21][CH2:22][N:23]([CH3:24])[CH3:25])[CH3:26].[CH3:1][O:2][c:3]1[c:4]([O:15][CH2:16][O:17][CH3:18])[cH:5][c:6]([O:13][CH3:14])[c:7]([O:9][CH2:10][O:11][CH3:12])[cH:8]1.[CH3:46][N:47]([CH3:48])[P:49](=[O:50])([N:51]([CH3:52])[CH3:53])[N:54]([CH3:55])[CH3:56].[CH3:57][CH2:58][O:59][CH2:60][CH3:61].[CH3:68][N:69]([CH3:70])[CH:71]=[O:72].[O:41]1[CH2:42][CH2:43][CH2:44][CH2:45]1.[cH:62]1[cH:63][cH:64][cH:65][cH:66][cH:67]1>>[CH3:1][O:2][c:3]1[c:4]([O:15][CH2:16][O:17][CH3:18])[cH:5][c:6]([O:13][CH3:14])[c:7]([O:9][CH2:10][O:11][CH3:12])[c:8]1[CH:32]=[O:34]. Starting materials: O1CCOC2=C1C=CC=C2C(=O)C=2N=CN(C2)C(C2=CC=CC=C2)(C2=CC=CC=C2)C2=CC=CC=C2 ((2,3-dihydro-benzo[1,4]dioxin-5-yl)-(1-trityl-1H-imidazol-4-yl)-methanone), O1CCOC2=C1C=CC=C2C(=O)C=2N=CN(C2)C(C2=CC=CC=C2)(C2=CC=CC=C2)C2=CC=CC=C2 ((2,3-dihydro-benzo[1,4]dioxin-5-yl)-(1-trityl-1H-imidazol-4-yl)-methanone), C[Mg+].[Br-] (MeMgBr), solution. Run in C1CCOC1 (THF), CCOCC (Et2O). Yields the product O1CCOC2=C1C=CC=C2C(C)(O)C=2N=CN(C2)C(C2=CC=CC=C2)(C2=CC=CC=C2)C2=CC=CC=C2 (1-(2,3-dihydro-benzo[1,4]dioxin-5-yl)-1-(1-trityl-1H-imidazol-4-yl)-ethanol). Isolated yield 98.0%. As a reaction SMILES: [O:1]1[C:6]2[CH:7]=[CH:8][CH:9]=[C:10]([C:11]([C:13]3[N:14]=[CH:15][N:16]([C:18]([C:31]4[CH:36]=[CH:35][CH:34]=[CH:33][CH:32]=4)([C:25]4[CH:30]=[CH:29][CH:28]=[CH:27][CH:26]=4)[C:19]4[CH:24]=[CH:23][CH:22]=[CH:21][CH:20]=4)[CH:17]=3)=[O:12])[C:5]=2[O:4][CH2:3][CH2:2]1.[CH3:37][Mg+].[Br-]>C1COCC1.CCOCC>[O:1]1[C:6]2[CH:7]=[CH:8][CH:9]=[C:10]([C:11]([C:13]3[N:14]=[CH:15][N:16]([C:18]([C:31]4[CH:36]=[CH:35][CH:34]=[CH:33][CH:32]=4)([C:19]4[CH:24]=[CH:23][CH:22]=[CH:21][CH:20]=4)[C:25]4[CH:26]=[CH:27][CH:28]=[CH:29][CH:30]=4)[CH:17]=3)([OH:12])[CH3:37])[C:5]=2[O:4][CH2:3][CH2:2]1 |f:1.2|. Procedure details: A solution of (2,3-dihydro-benzo[1,4]dioxin-5-yl)-(1-trityl-1H-imidazol-4-yl)-methanone (Intermediate B1) (0.91 g, 1.93 mmol) in THF (80 mL) at −10° C. was treated with MeMgBr (2.6 mL, 7.68 mmol of a 3M solution in Et2O) for 45 m. The mixture was quenched with a sat. solution of NH4Cl and water. The layers were separated and the organic layer dried over MgSO4. The suspension was filtered and evaporated to dryness. The material was purified by chromatography on SiO2 with 50% EtOAc in CHCl3 to giv... Reactants: BrC=1C=CC2=C(C(=C(C(O2)=O)CCC)Cl)C1 (6-bromo-4-chloro-3-propyl-2H-1-benzopyran-2-one), C(C)N(C([S-])=S)CC.[Na+] (sodium diethyldithiocarbamate), O (water). Run in CN(C=O)C (dimethylformamide). Run at time 8 hour. Yields the product BrC=1C=CC2=C(C(=C(C(O2)=O)CCC)SC(N(CC)CC)=S)C1 (6-bromo-4-diethylthiocarbamoylthio-3-propyl-2H-1-benzopyran-2-one). As a reaction SMILES: [Br:1][C:2]1[CH:3]=[CH:4][C:5]2[O:10][C:9](=[O:11])[C:8]([CH2:12][CH2:13][CH3:14])=[C:7](Cl)[C:6]=2[CH:16]=1.[CH2:17]([N:19]([CH2:23][CH3:24])[C:20](=[S:22])[S-:21])[CH3:18].[Na+].O>CN(C)C=O>[Br:1][C:2]1[CH:3]=[CH:4][C:5]2[O:10][C:9](=[O:11])[C:8]([CH2:12][CH2:13][CH3:14])=[C:7]([S:22][C:20](=[S:21])[N:19]([CH2:23][CH3:24])[CH2:17][CH3:18])[C:6]=2[CH:16]=1 |f:1.2|. Reported procedure: A solution of 6-bromo-4-chloro-3-propyl-2H-1-benzopyran-2-one (0.5 g) in dimethylformamide (2 ml) was treated with sodium diethyldithiocarbamate (0.34 g). The mixture was stirred at room temperature under nitrogen overnight and then poured into water, extracted with diethyl ether and the extract washed with brine, dried and evaporated under reduced pressure to give 6-bromo-4-diethylthiocarbamoylthio-3-propyl-2H-1-benzopyran-2-one, m.p. 135-7°. (compound 16) Reactants: BrC=1C=C2CCC(NC2=CC1OCC1=CC=C(C(=O)O)C=C1)=O (4-((6-bromo-2-oxo-1,2,3,4-tetrahydroquinolin-7-yloxy)methyl)benzoic acid), ClC1=CC=C(C=C1)B(O)O (4-chlorophenyl boronic acid), C([O-])(O)=O.[Na+] (sodium bicarbonate), O (water). The reagents and catalysts are C=1C=CC(=CC1)[P](C=2C=CC=CC2)(C=3C=CC=CC3)[Pd]([P](C=4C=CC=CC4)(C=5C=CC=CC5)C=6C=CC=CC6)([P](C=7C=CC=CC7)(C=8C=CC=CC8)C=9C=CC=CC9)[P](C=1C=CC=CC1)(C=1C=CC=CC1)C=1C=CC=CC1 (Pd(PPh3)4). Solvent: CN(C=O)C (N,N-dimethylformamide), C(C)(=O)OCC (ethyl acetate). Run at time 5 minute. Yields the product ClC1=CC=C(C=C1)C=1C=C2CCC(NC2=CC1OCC1=CC=C(C(=O)O)C=C1)=O (4-((6-(4-chlorophenyl)-2-oxo-1,2,3,4-tetrahydroquinolin-7-yloxy)methyl)benzoic acid). Yield: 66.7%. Reaction SMILES: Br[C:2]1[CH:3]=[C:4]2[C:9](=[CH:10][C:11]=1[O:12][CH2:13][C:14]1[CH:22]=[CH:21][C:17]([C:18]([OH:20])=[O:19])=[CH:16][CH:15]=1)[NH:8][C:7](=[O:23])[CH2:6][CH2:5]2.[Cl:24][C:25]1[CH:30]=[CH:29][C:28](B(O)O)=[CH:27][CH:26]=1.C(=O)(O)[O-].[Na+].O>CN(C)C=O.C(OCC)(=O)C.C1C=CC([P]([Pd]([P](C2C=CC=CC=2)(C2C=CC=CC=2)C2C=CC=CC=2)([P](C2C=CC=CC=2)(C2C=CC=CC=2)C2C=CC=CC=2)[P](C2C=CC=CC=2)(C2C=CC=CC=2)C2C=CC=CC=2)(C2C=CC=CC=2)C2C=CC=CC=2)=CC=1>[Cl:24][C:25]1[CH:30]=[CH:29][C:28]([C:2]2[CH:3]=[C:4]3[C:9](=[CH:10][C:11]=2[O:12][CH2:13][C:14]2[CH:22]=[CH:21][C:17]([C:18]([OH:20])=[O:19])=[CH:16][CH:15]=2)[NH:8][C:7](=[O:23])[CH2:6][CH2:5]3)=[CH:27][CH:26]=1 |f:2.3,^1:54,56,75,94|. Procedure: To a solution of 4-((6-bromo-2-oxo-1,2,3,4-tetrahydroquinolin-7-yloxy)methyl)benzoic acid (100 mg, 0.27 mmol) and 4-chlorophenyl boronic acid (62 mg, 0.40 mmol) in N,N-dimethylformamide (2.0 mL) in a Biotage microwave vial was added sodium bicarbonate (200 mg, 2.38 mmol) and water (0.50 mL). The reaction mixture was stirred for 5 minutes under an atmosphere of dry N2. Pd(PPh3)4 (10 mg, 0.009 mmol) was added, and the resulting mixture was sealed and subjected to microwave irradiation at 130° C. f... Starting materials: ClCCl, O=S(=O)(OS(=O)(=O)C(F)(F)F)C(F)(F)F, O=C1CCCc2cc(O)ccc21, Cc1cccc(C)n1. Yields the product O=C1CCCc2cc(OS(=O)(=O)C(F)(F)F)ccc21. As a reaction SMILES: [Cl:36][CH2:37][Cl:38].[F:1][C:2]([F:3])([F:4])[S:5](=[O:6])(=[O:7])[O:8][S:9]([C:10]([F:11])([F:12])[F:13])(=[O:14])=[O:15].[OH:16][c:17]1[cH:18][c:19]2[c:24]([cH:25][cH:26]1)[C:23](=[O:27])[CH2:22][CH2:21][CH2:20]2.[n:28]1[c:29]([CH3:30])[cH:31][cH:32][cH:33][c:34]1[CH3:35]>>[F:1][C:2]([F:3])([F:4])[S:5](=[O:6])(=[O:7])[O:8][c:17]1[cH:18][c:19]2[c:24]([cH:25][cH:26]1)[C:23](=[O:27])[CH2:22][CH2:21][CH2:20]2. Starting materials: N1CCOCC1 (morpholine), C(C)(C)(C)C=1C=C(NC=2C=C(C(=O)O)C=CC2)C=C(C1O)C(C)(C)C (3-(3,5-di-tertiary-butyl-4-hydroxyanilino)benzoic acid). Solvent: C(C)(C)O (isopropyl alcohol), C(C)(C)O (isopropyl alcohol). Yields the product [NH2+]1CCOCC1.C(C)(C)(C)C=1C=C(NC=2C=C(C(=O)[O-])C=CC2)C=C(C1O)C(C)(C)C (morpholinium 3-(3,5-di-tertiary-butyl-4-hydroxyanilino)benzoate). As a reaction SMILES: [C:1]([C:5]1[CH:6]=[C:7]([CH:18]=[C:19]([C:22]([CH3:25])([CH3:24])[CH3:23])[C:20]=1[OH:21])[NH:8][C:9]1[CH:10]=[C:11]([CH:15]=[CH:16][CH:17]=1)[C:12]([OH:14])=[O:13])([CH3:4])([CH3:3])[CH3:2].[NH:26]1[CH2:31][CH2:30][O:29][CH2:28][CH2:27]1>C(O)(C)C>[NH2+:26]1[CH2:31][CH2:30][O:29][CH2:28][CH2:27]1.[C:22]([C:19]1[CH:18]=[C:7]([CH:6]=[C:5]([C:1]([CH3:4])([CH3:3])[CH3:2])[C:20]=1[OH:21])[NH:8][C:9]1[CH:10]=[C:11]([CH:15]=[CH:16][CH:17]=1)[C:12]([O-:14])=[O:13])([CH3:25])([CH3:24])[CH3:23] |f:3.4|. Reported procedure: A mixture of 1.70 g (0.005 mole) of 3-(3,5-di-tertiary-butyl-4-hydroxyanilino)benzoic acid (prepared in Example 13) and 50 ml of hot isopropyl alcohol was filtered to remove a small amount of insoluble material. The resulting solution was deoxygenated with a stream of nitrogen gas. Uner a nitrogen atmosphere, a solution of 0.44 g (0.005 mole) of morpholine in 1.5 ml of isopropyl alcohol was added with rapid stirring. Evaporation provided a solid which was recrystallized from a mixture of isoprop... The reactants are CCC(C(=O)[O-])N1C(=O)COc2cc(OC)c(C(F)(F)F)cc21, [Li+], C1CCOC1, [OH-], O. The product is COc1cc2c(cc1C(F)(F)F)N(CC(=O)O)C(=O)CO2. Reaction SMILES: [CH2:1]([CH3:2])[CH:3]([C:4](=[O:5])[O-:6])[N:7]1[C:8](=[O:23])[CH2:9][O:10][c:11]2[c:12]1[cH:13][c:14]([C:19]([F:20])([F:21])[F:22])[c:15]([O:17][CH3:18])[cH:16]2.[Li+:25].[O:26]1[CH2:27][CH2:28][CH2:29][CH2:30]1.[OH-:24].[OH2:31]>>[CH2:3]([C:4](=[O:5])[OH:6])[N:7]1[C:8](=[O:23])[CH2:9][O:10][c:11]2[c:12]1[cH:13][c:14]([C:19]([F:20])([F:21])[F:22])[c:15]([O:17][CH3:18])[cH:16]2. Reactants: CN(C)C=O, N#Cc1c2cccccc-2nc1Cl, O, NCC(c1ccccc1)c1ccccc1. Yields the product N#Cc1c2cccccc-2nc1NCC(c1ccccc1)c1ccccc1. RXN SMILES: [CH3:30][N:31]([CH3:32])[CH:33]=[O:34].[Cl:1][c:2]1[n:3][c:4]2[cH:5][cH:6][cH:7][cH:8][cH:9][c:10]-2[c:11]1[C:12]#[N:13].[OH2:29].[c:14]1([CH:20]([CH2:21][NH2:22])[c:23]2[cH:24][cH:25][cH:26][cH:27][cH:28]2)[cH:15][cH:16][cH:17][cH:18][cH:19]1>>[c:2]1([NH:22][CH2:21][CH:20]([c:14]2[cH:15][cH:16][cH:17][cH:18][cH:19]2)[c:23]2[cH:24][cH:25][cH:26][cH:27][cH:28]2)[n:3][c:4]2[cH:5][cH:6][cH:7][cH:8][cH:9][c:10]-2[c:11]1[C:12]#[N:13].